This data is from the Open Reaction Database (ORD), a public repository of structured organic reaction records. The task is: describe an organic reaction: reactants, conditions, products, and yield The reactants are ClC=1C=C(C(=O)CC(=O)OCC)C=C(C1)Cl (ethyl (3,5-dichlorobenzoyl)acetate), [Cl-].C(C)OC(=O)C1=CC=C(C=C1)C(C)[NH2+]N ({1-[4-(ethoxycarbonyl)phenyl]ethyl}hydrazinium chloride). The solvent is CC(=O)O (HOAc). Yields the product ClC=1C=C(C=C(C1)Cl)C1=NN(C(C1)=O)C(C)C1=CC=C(C(=O)OCC)C=C1 (ethyl 4-{1-[3-(3,5-dichlorophenyl)-5-oxo-4,5-dihydro-1H-pyrazol-1-yl]ethyl}benzoate). Reaction SMILES: [Cl:1][C:2]1[CH:3]=[C:4]([CH:13]=[C:14]([Cl:16])[CH:15]=1)[C:5]([CH2:7][C:8]([O:10]CC)=O)=O.[Cl-].[CH2:18]([O:20][C:21]([C:23]1[CH:28]=[CH:27][C:26]([CH:29]([NH2+:31][NH2:32])[CH3:30])=[CH:25][CH:24]=1)=[O:22])[CH3:19]>CC(O)=O>[Cl:16][C:14]1[CH:13]=[C:4]([C:5]2[CH2:7][C:8](=[O:10])[N:31]([CH:29]([C:26]3[CH:27]=[CH:28][C:23]([C:21]([O:20][CH2:18][CH3:19])=[O:22])=[CH:24][CH:25]=3)[CH3:30])[N:32]=2)[CH:3]=[C:2]([Cl:1])[CH:15]=1 |f:1.2|. Reported procedure: A solution of ethyl (3,5-dichlorobenzoyl)acetate (3.0 g, 11.5 mmol) and {1-[4-(ethoxycarbonyl)phenyl]ethyl}hydrazinium chloride (2.55 g, 10.4 mmol) was refluxed in HOAc (80 ml) for 4 hr. The solvent was removed under reduced pressure, and the residue taken up with ethyl acetate, washed with sat. NaHCO3 2×, brine, and dried over Na2SO4. Flash column chromatography (SiO2, 0-5% ethyl acetate in DCM gradient) gave ethyl 4-{1-[3-(3,5-dichlorophenyl)-5-oxo-4,5-dihydro-1H-pyrazol-1-yl]ethyl}benzoate as... Reactants: Cc1noc(C)c1-c1nc(CCl)no1, CCc1nc2c(Cl)c(C#N)ccc2[nH]1. Yields the product CCc1nc2c(Cl)c(C#N)ccc2n1Cc1noc(-c2c(C)noc2C)n1. As a reaction SMILES: [Cl:15][CH2:16][c:17]1[n:18][o:19][c:20](-[c:22]2[c:23]([CH3:28])[n:24][o:25][c:26]2[CH3:27])[n:21]1.[Cl:1][c:2]1[c:3]([C:13]#[N:14])[cH:4][cH:5][c:6]2[nH:7][c:8]([CH2:11][CH3:12])[n:9][c:10]12>>[Cl:1][c:2]1[c:3]([C:13]#[N:14])[cH:4][cH:5][c:6]2[n:7]([CH2:16][c:17]3[n:18][o:19][c:20](-[c:22]4[c:23]([CH3:28])[n:24][o:25][c:26]4[CH3:27])[n:21]3)[c:8]([CH2:11][CH3:12])[n:9][c:10]12. Yields the product CC(C)N1CCC=2C(CC1)=CN(N2)C2=CC=C(C=C2)C2=NC(=NO2)C (6-(1-Methylethyl)-2-[4-(3-methyl-1,2,4-oxadiazol-5-yl)phenyl]-2,4,5,6,7,8-hexahydropyrazolo[3,4-d]azepine). Run in ClCCl (dichloromethane), CO (methanol). The reagents and catalysts are C(C)(=O)O (acetic acid). RXN SMILES: [CH3:1][C:2]1[N:6]=[C:5]([C:7]2[CH:12]=[CH:11][C:10]([N:13]3[CH:22]=[C:21]4[C:15]([CH2:16][CH2:17][NH:18][CH2:19][CH2:20]4)=[N:14]3)=[CH:9][CH:8]=2)[O:4][N:3]=1.[CH3:23][C:24]([CH3:26])=O.C(O[BH-](OC(=O)C)OC(=O)C)(=O)C.[Na+]>ClCCl.C(O)(=O)C.CO>[CH3:23][CH:24]([N:18]1[CH2:19][CH2:20][C:21]2=[CH:22][N:13]([C:10]3[CH:11]=[CH:12][C:7]([C:5]4[O:4][N:3]=[C:2]([CH3:1])[N:6]=4)=[CH:8][CH:9]=3)[N:14]=[C:15]2[CH2:16][CH2:17]1)[CH3:26] |f:2.3|. Run at time 20 minute. Procedure details: To a solution of 2-[4-(3-methyl-1,2,4-oxadiazol-5-yl)phenyl]-2,4,5,6,7,8-hexahydropyrazolo[3,4-d]azepine (may be prepared as described in Description 35) (31 mg, 0.10 mmol) in dichloromethane (4 ml) was added acetone (24 mg, 0.42 mmol) and acetic acid (3 drops). The resulting mixture was stirred at room temperature, under argon, for 20 minutes. Sodium triacetoxyborohydride (89 mg, 0.42 mmol) was added and stirring continued overnight. The resulting crude mixture was diluted with methanol and the... Reactants: CC1=NOC(=N1)C1=CC=C(C=C1)N1N=C2CCNCCC2=C1 (2-[4-(3-methyl-1,2,4-oxadiazol-5-yl)phenyl]-2,4,5,6,7,8-hexahydropyrazolo[3,4-d]azepine), CC(=O)C (acetone), crude mixture, C(C)(=O)O[BH-](OC(C)=O)OC(C)=O.[Na+] (Sodium triacetoxyborohydride). Starting materials: BrC=1C=C2C=CN=C(C2=CC1)O (6-Bromo-1-hydroxyisoquinoline), C(CC1=CC=CC=C1)Br (phenethyl bromide), [OH-].[Na+] (NaOH). The reagents and catalysts are [Br-].C(CCC)[N+](CCCC)(CCCC)CCCC (tetrabutylammonium bromide). Solvent: C1(=CC=CC=C1)C (toluene), CC(C)(C)OC (MTBE). Product: BrC=1C=C2C=CN(C(C2=CC1)=O)CCC1=CC=CC=C1 (6-bromo-2-phenethyl-isoquinolin-1-one). The yield is 51.5%. Reaction SMILES: [Br:1][C:2]1[CH:3]=[C:4]2[C:9](=[CH:10][CH:11]=1)[C:8]([OH:12])=[N:7][CH:6]=[CH:5]2.[CH2:13](Br)[CH2:14][C:15]1[CH:20]=[CH:19][CH:18]=[CH:17][CH:16]=1.[OH-].[Na+]>[Br-].C([N+](CCCC)(CCCC)CCCC)CCC.C1(C)C=CC=CC=1.CC(OC)(C)C>[Br:1][C:2]1[CH:3]=[C:4]2[C:9](=[CH:10][CH:11]=1)[C:8](=[O:12])[N:7]([CH2:13][CH2:14][C:15]1[CH:20]=[CH:19][CH:18]=[CH:17][CH:16]=1)[CH:6]=[CH:5]2 |f:2.3,4.5|. Reported procedure: 6-Bromo-1-hydroxyisoquinoline (300 mg, 1.34 mmol, 1.0 equiv), tetrabutylammonium bromide (50 mg, 0.13 mmol, 0.10 equiv), and phenethyl bromide (220 uL, 1.6 mmol, 1.2 eq) were combined in toluene (14 mL), treated with 50% aq. NaOH (3 mL) after which the resulting mixture stirred rapidly at ambient temperature. After stirring for an additional 14 hours, the mixture was diluted with MTBE and washed with water, saturated NaHCO3, and brine. The organic phase was dried over Na2SO4. Addition of silica ... Starting materials: ClC1=C(C=CC=C1)S(=O)(=O)[C@@H]1C[C@H](NC1)C(=O)NC1(CC1)C#N ((2S,4R)-4-(2-chlorophenylsulfonyl)-N-(1-cyanocyclopropyl)pyrrolidine-2-carboxamide), C(C)OC(=O)N1CCC(CC1)N1C(CC1)C(=O)[O-].[Li+] (lithium 1-(1-(ethoxycarbonyl)piperidin-4-yl)azetidine-2-carboxylate). Yields the product ClC1=C(C=CC=C1)S(=O)(=O)[C@@H]1C[C@H](N(C1)C(=O)C1N(CC1)C1CCN(CC1)C(=O)OCC)C(NC1(CC1)C#N)=O (ethyl 4-(2-((2S,4R)-4-(2-chlorophenylsulfonyl)-2-(1-cyanocyclopropylcarbamoyl)pyrrolidine-1-carbonyl)azetidin-1-yl)piperidine-1-carboxylate). RXN SMILES: [Cl:1][C:2]1[CH:7]=[CH:6][CH:5]=[CH:4][C:3]=1[S:8]([C@H:11]1[CH2:15][NH:14][C@H:13]([C:16]([NH:18][C:19]2([C:22]#[N:23])[CH2:21][CH2:20]2)=[O:17])[CH2:12]1)(=[O:10])=[O:9].[CH2:24]([O:26][C:27]([N:29]1[CH2:34][CH2:33][CH:32]([N:35]2[CH2:38][CH2:37][CH:36]2[C:39]([O-])=[O:40])[CH2:31][CH2:30]1)=[O:28])[CH3:25].[Li+]>>[Cl:1][C:2]1[CH:7]=[CH:6][CH:5]=[CH:4][C:3]=1[S:8]([C@H:11]1[CH2:15][N:14]([C:39]([CH:36]2[CH2:37][CH2:38][N:35]2[CH:32]2[CH2:31][CH2:30][N:29]([C:27]([O:26][CH2:24][CH3:25])=[O:28])[CH2:34][CH2:33]2)=[O:40])[C@H:13]([C:16](=[O:17])[NH:18][C:19]2([C:22]#[N:23])[CH2:21][CH2:20]2)[CH2:12]1)(=[O:10])=[O:9] |f:1.2|. Procedure: The reaction of (2S,4R)-4-(2-chlorophenylsulfonyl)-N-(1-cyanocyclopropyl)pyrrolidine-2-carboxamide 7H and lithium 1-(1-(ethoxycarbonyl)piperidin-4-yl)azetidine-2-carboxylate 20K carried out according to the general procedure L yielded ethyl 4-(2-((2S,4R)-4-(2-chlorophenylsulfonyl)-2-(1-cyanocyclopropylcarbamoyl)pyrrolidine-1-carbonyl)azetidin-1-yl)piperidine-1-carboxylate 1:1 epimers as a light brown solid (quant.). MS ISP (m/e): 592.3 (100) [(M+H)]]+.